This data is from the Open Reaction Database (ORD), a public repository of structured organic reaction records. The task is: describe an organic reaction: reactants, conditions, products, and yield The reactants are NC(=S)N (thiourea), [OH-].[Na+] (sodium hydroxide), ClC1=CC=C(CN2C(CN(C(C2)C)CCCCl)C)C=C1 (1-(4-chlorobenzyl)-2,5-dimethyl-4-(3-chloropropyl)piperazine), C(C)O (ethanol). The solvent is reagent, O (water). The product is Cl.Cl.ClC1=CC=C(CN2CC(N(CC2C)CCCS)C)C=C1 (3-[4-(4-chlorobenzyl)-2,5-dimethylpiperazin-1-yl]propanethiol dihydrochloride). Isolated yield 249.9%. As a reaction SMILES: NC(N)=[S:3].[Cl:5][C:6]1[CH:24]=[CH:23][C:9]([CH2:10][N:11]2[CH2:16][CH:15]([CH3:17])[N:14]([CH2:18][CH2:19][CH2:20]Cl)[CH2:13][CH:12]2[CH3:22])=[CH:8][CH:7]=1.C(O)C.[OH-].[Na+]>O>[ClH:5].[ClH:5].[Cl:5][C:6]1[CH:24]=[CH:23][C:9]([CH2:10][N:11]2[CH:12]([CH3:22])[CH2:13][N:14]([CH2:18][CH2:19][CH2:20][SH:3])[CH:15]([CH3:17])[CH2:16]2)=[CH:8][CH:7]=1 |f:3.4,6.7.8|. Procedure details: The procedure described in Example 1(b) was followed, using 12.7 g of thiourea and 26.0 g of 1-(4-chlorobenzyl)-2,5-dimethyl-4-(3-chloropropyl)piperazine in 250 ml of reagent ethanol. The hydrolysis was effected with 10.0 g of sodium hydroxide in 50 ml of water. Work-up, as described above, gave 26.5 g (83% of theory) of 3-[4-(4-chlorobenzyl)-2,5-dimethylpiperazin-1-yl]propanethiol dihydrochloride as a white crystalline solid, M.p. 168°-171° C. Reactants: C(C=1C(C(=O)OCCCCCCC(C)C)=CC=CC1)(=O)OCCCCCCC(C)C (diisononyl phthalate), C(C=1C(C(=O)OCCCCCCC(C)C)=CC=CC1)(=O)OCCCCCCC(C)C (diisononyl phthalate), [H][H] (hydrogen), [H][H] (hydrogen). The reagents and catalysts are catalyst A. Yields the product C1(C(CCCC1)C(=O)OCCCCCCC(C)C)C(=O)OCCCCCCC(C)C (Diisononyl cyclohexane-1,2-dicarboxylate). As a reaction SMILES: [C:1]([O:21][CH2:22][CH2:23][CH2:24][CH2:25][CH2:26][CH2:27][CH:28]([CH3:30])[CH3:29])(=[O:20])[C:2]1[C:3](=[CH:16][CH:17]=[CH:18][CH:19]=1)[C:4]([O:6][CH2:7][CH2:8][CH2:9][CH2:10][CH2:11][CH2:12][CH:13]([CH3:15])[CH3:14])=[O:5].[H][H]>>[CH:3]1([C:4]([O:6][CH2:7][CH2:8][CH2:9][CH2:10][CH2:11][CH2:12][CH:13]([CH3:15])[CH3:14])=[O:5])[CH2:16][CH2:17][CH2:18][CH2:19][CH:2]1[C:1]([O:21][CH2:22][CH2:23][CH2:24][CH2:25][CH2:26][CH2:27][CH:28]([CH3:30])[CH3:29])=[O:20]. Reported procedure: 2 g of catalyst A (3% Ru/SiO2) were placed in a 300 ml pressure reactor. The reactor was subsequently charged with 100 g of diisononyl phthalate (DINP). The hydrogenation was carried out at 120° C. and a pressure of 200 bar using pure hydrogen. The hydrogenation was continued until no more hydrogen was taken up and the reactor was subsequently vented. The conversion of the diisononyl phthalate was 100%. Diisononyl cyclohexane-1,2-dicarboxylate was obtained with a selectivity of over 99%. Reactants: COC(CCCCCOC=1C=CC2=C(N(C(=N2)S(=O)(=O)CCC)C2=CC=C(C=C2)C)C1)=O (6-[[1-(4-methylphenyl)-2-propanesulfonyl-1H-benzimidazol-6-yl]oxy]hexanoic acid methyl ester), [OH-].[Li+] (lithium hydroxide). The product is CC1=CC=C(C=C1)N1C(=NC2=C1C=C(C=C2)OCCCCCC(=O)O)S(=O)(=O)CCC (6-[[1-(4-Methylphenyl)-2-propanesulfonyl-1H-benzimidazol-6-yl]oxy]hexanoic acid). As a reaction SMILES: C[O:2][C:3](=[O:32])[CH2:4][CH2:5][CH2:6][CH2:7][CH2:8][O:9][C:10]1[CH:11]=[CH:12][C:13]2[N:17]=[C:16]([S:18]([CH2:21][CH2:22][CH3:23])(=[O:20])=[O:19])[N:15]([C:24]3[CH:29]=[CH:28][C:27]([CH3:30])=[CH:26][CH:25]=3)[C:14]=2[CH:31]=1.[OH-].[Li+]>>[CH3:30][C:27]1[CH:28]=[CH:29][C:24]([N:15]2[C:14]3[CH:31]=[C:10]([O:9][CH2:8][CH2:7][CH2:6][CH2:5][CH2:4][C:3]([OH:32])=[O:2])[CH:11]=[CH:12][C:13]=3[N:17]=[C:16]2[S:18]([CH2:21][CH2:22][CH3:23])(=[O:19])=[O:20])=[CH:25][CH:26]=1 |f:1.2|. Procedure: 147 mg of 6-[[1-(4-methylphenyl)-2-propanesulfonyl-1H-benzimidazol-6-yl]oxy]hexanoic acid methyl ester was reacted with lithium hydroxide according to general operating instructions 3. 71 mg was obtained. Starting materials: NC=1SC=C(N1)CC(=O)N1CCN(CC1)CC(N1CCCC1)=O (2-(2-amino-thiazol-4-yl)-1-[4-(2-oxo-2-pyrrolidin-1-yl-ethyl)-piperazin-1-yl]-ethanone), O1CCC2=C1C=CC(=C2)C(=O)O (2,3-dihydrobenzofurane-5-carboxylic acid). The product is O=C(CC=1N=C(SC1)NC(=O)C=1C=CC2=C(CCO2)C1)N1CCN(CC1)CC(N1CCCC1)=O (2,3-dihydro-benzofuran-5-carboxylic acid (4-{2-oxo-2-[4-(2-oxo-2-pyrrolidin-1-yl-ethyl)-piperazin-1-yl]-ethyl}-thiazol-2-yl)-amide). As a reaction SMILES: [NH2:1][C:2]1[S:3][CH:4]=[C:5]([CH2:7][C:8]([N:10]2[CH2:15][CH2:14][N:13]([CH2:16][C:17](=[O:23])[N:18]3[CH2:22][CH2:21][CH2:20][CH2:19]3)[CH2:12][CH2:11]2)=[O:9])[N:6]=1.[O:24]1[C:28]2[CH:29]=[CH:30][C:31]([C:33](O)=[O:34])=[CH:32][C:27]=2[CH2:26][CH2:25]1>>[O:9]=[C:8]([N:10]1[CH2:15][CH2:14][N:13]([CH2:16][C:17](=[O:23])[N:18]2[CH2:19][CH2:20][CH2:21][CH2:22]2)[CH2:12][CH2:11]1)[CH2:7][C:5]1[N:6]=[C:2]([NH:1][C:33]([C:31]2[CH:30]=[CH:29][C:28]3[O:24][CH2:25][CH2:26][C:27]=3[CH:32]=2)=[O:34])[S:3][CH:4]=1. Reported procedure: In analogy to example 37.5, 2-(2-amino-thiazol-4-yl)-1-[4-(2-oxo-2-pyrrolidin-1-yl-ethyl)-piperazin-1-yl]-ethanone (example 37.4) was coupled with 2,3-dihydrobenzofurane-5-carboxylic acid, using general method D, to give 2,3-dihydro-benzofuran-5-carboxylic acid (4-{2-oxo-2-[4-(2-oxo-2-pyrrolidin-1-yl-ethyl)-piperazin-1-yl]-ethyl}-thiazol-2-yl)-amide. White solid. MS 506.5 ([M+Na]+) The reactants are Brc1cccc2[nH]ccc12, C1COCCO1, CC1(C)OB(c2ccc3cc(NC(=O)c4ccsc4)ccc3c2)OC1(C)C, [K+], [K+], O=C([O-])[O-], O, [Pd]. Yields the product O=C(Nc1ccc2cc(-c3cccc4[nH]ccc34)ccc2c1)c1ccsc1. Reaction SMILES: [Br:1][c:2]1[c:3]2[cH:4][cH:5][nH:6][c:7]2[cH:8][cH:9][cH:10]1.[CH2:44]1[O:45][CH2:46][CH2:47][O:48][CH2:49]1.[CH3:11][C:12]1([CH3:13])[C:14]([CH3:15])([CH3:16])[O:17][B:18]([c:19]2[cH:20][c:21]3[cH:22][cH:23][c:24]([NH:29][C:30](=[O:31])[c:32]4[cH:33][s:34][cH:35][cH:36]4)[cH:25][c:26]3[cH:27][cH:28]2)[O:37]1.[K+:38].[K+:39].[O-:40][C:41]([O-:42])=[O:43].[OH2:51].[Pd:50]>>[c:2]1(-[c:19]2[cH:20][c:21]3[cH:22][cH:23][c:24]([NH:29][C:30](=[O:31])[c:32]4[cH:33][s:34][cH:35][cH:36]4)[cH:25][c:26]3[cH:27][cH:28]2)[c:3]2[cH:4][cH:5][nH:6][c:7]2[cH:8][cH:9][cH:10]1. Reactants: CN (methylamine), FC(CCCC1=C(S(=O)(=O)[O-])C=CC(=C1)C)(C(C(C(C(C(F)(F)F)(F)F)(F)F)(F)F)(F)F)F (4,4,5,5,6,6,7,7,8,8,9,9,9-tridecafluoro-nonyltosylate), CN (methylamine). Solvent: O1CCCC1 (tetrahydrofuran). The product is CNCCCC(C(C(C(C(C(F)(F)F)(F)F)(F)F)(F)F)(F)F)(F)F (methyl-(4,4,5,5,6,6,7,7,8,8,9,9,9-tridecafluoro-nonyl)-amine). The yield is 83.7%. As a reaction SMILES: [CH3:1][NH2:2].[F:3][C:4]([F:35])([C:19]([F:34])([F:33])[C:20]([F:32])([F:31])[C:21]([F:30])([F:29])[C:22]([F:28])([F:27])[C:23]([F:26])([F:25])[F:24])[CH2:5][CH2:6][CH2:7]C1C=C(C)C=CC=1S([O-])(=O)=O>O1CCCC1>[CH3:1][NH:2][CH2:7][CH2:6][CH2:5][C:4]([F:3])([F:35])[C:19]([F:33])([F:34])[C:20]([F:31])([F:32])[C:21]([F:29])([F:30])[C:22]([F:27])([F:28])[C:23]([F:26])([F:25])[F:24]. Procedure: 4.44 g of methylamine is condensed in a solution of 3.86 g of 4,4,5,5,6,6,7,7,8,8,9,9,9-tridecafluoro-nonyltosylate in 10 ml of absolute tetrahydrofuran at −20° C., and it is stirred in a pressure vessel at room temperature. After the pressure vessel was opened at −20° C., it is allowed to come to room temperature to allow excess methylamine to evaporate off. The reaction solution is taken up in dichloromethane, washed with water, dried on magnesium sulfate and concentrated by evaporation in a v... Starting materials: C(C)OC(=O)C12NC(C3CC(CN3C(N(CCCCCC=CC2C1)CC1=CC=C(C=C1)OC)=O)O[Si](C)(C)C(C)(C)C)=O (18-(tert-Butyl-dimethyl-silanyloxy)-14-(4-methoxy-benzyl)-2,15-dioxo-3,14,16-triaza-tricyclo[14.3.0.0*4,6*]nonadec-7-ene-4-carboxylic acid ethyl ester), [Li+].[OH-] (LiOH). Run in C1CCOC1.CO.O (THF MeOH H2O). Yields the product C(C)(C)(C)[Si](OC1CN2C(N(CCCCCC=CC3CC3(NC(C2C1)=O)C(=O)O)CC1=CC=C(C=C1)OC)=O)(C)C (18-(tert-Butyl-dimethyl-silanyloxy)-14-(4-methoxy-benzyl)-2,15-dioxo-3,14,16-triaza-tricyclo[14.3.0.0*4,6*]nonadec-7-ene-4-carboxylic acid). Yield: 74.7%. As a reaction SMILES: C([O:3][C:4]([C:6]12[CH2:24][CH:23]1[CH:22]=[CH:21][CH2:20][CH2:19][CH2:18][CH2:17][CH2:16][N:15]([CH2:25][C:26]1[CH:31]=[CH:30][C:29]([O:32][CH3:33])=[CH:28][CH:27]=1)[C:14](=[O:34])[N:13]1[CH:9]([CH2:10][CH:11]([O:35][Si:36]([C:39]([CH3:42])([CH3:41])[CH3:40])([CH3:38])[CH3:37])[CH2:12]1)[C:8](=[O:43])[NH:7]2)=[O:5])C.[Li+].[OH-]>C1COCC1.CO.O>[C:39]([Si:36]([CH3:38])([CH3:37])[O:35][CH:11]1[CH2:10][CH:9]2[N:13]([C:14](=[O:34])[N:15]([CH2:25][C:26]3[CH:31]=[CH:30][C:29]([O:32][CH3:33])=[CH:28][CH:27]=3)[CH2:16][CH2:17][CH2:18][CH2:19][CH2:20][CH:21]=[CH:22][CH:23]3[C:6]([C:4]([OH:5])=[O:3])([NH:7][C:8]2=[O:43])[CH2:24]3)[CH2:12]1)([CH3:42])([CH3:41])[CH3:40] |f:1.2,3.4.5|. Procedure details: Compound 126 (450 mg, 0.734 mmol) was dissolved in THF/MeOH/H2O (2:1:1). LiOH, 1M (7.4 ml, 7.4 mmol) was added and the reaction mixture was allowed to stir at RT over night. Acidification (5% citric acid) followed by extraction with chloroform gave the title compound (321 mg, 75%). M+H=586. The reactants are ClC1=CC=C(C(=N1)OCC(=O)OC)[N+](=O)[O-] (6-chloro-2-(methoxycarbonyl)methoxy-3-nitropyridine). The reagents and catalysts are [Pt]=O (platinum oxide). Run in C(C)O (ethanol). Run at time 3 hour. The product is NC=1C(=NC(=CC1)Cl)OCC(=O)OC (3-amino-6-chloro-2-(methoxycarbonyl)methoxypyridine). RXN SMILES: [Cl:1][C:2]1[N:7]=[C:6]([O:8][CH2:9][C:10]([O:12][CH3:13])=[O:11])[C:5]([N+:14]([O-])=O)=[CH:4][CH:3]=1>[Pt]=O.C(O)C>[NH2:14][C:5]1[C:6]([O:8][CH2:9][C:10]([O:12][CH3:13])=[O:11])=[N:7][C:2]([Cl:1])=[CH:3][CH:4]=1. Procedure details: A mixture of 6-chloro-2-(methoxycarbonyl)methoxy-3-nitropyridine, platinum oxide and ethanol is stirred for 3 hours at room temperature under hydrogen atmosphere. The reaction system is purged with nitrogen, then, the reaction solution is filtrated through Celite, and the filtrate is concentrated. The residue is subjected to silica gel column chromatography to obtain 3-amino-6-chloro-2-(methoxycarbonyl)methoxypyridine.